Dataset: the Open Reaction Database (ORD), a public repository of structured organic reaction records. Task: describe an organic reaction: reactants, conditions, products, and yield RXN SMILES: N[C:2]1[CH:14]=[CH:13][C:5]([C:6]([CH2:8][CH2:9][C:10]([OH:12])=[O:11])=[O:7])=[CH:4][C:3]=1[O:15][CH2:16][C:17]1[CH:22]=[CH:21][CH:20]=[CH:19][CH:18]=1.N([O-])=[O:24].[Na+].[C-:27]#[N:28].[K+]>Cl>[C:16]([O:15][C:3]1[CH:4]=[C:5]([CH:13]=[CH:14][C:2]=1[C:27]#[N:28])[C:6]([CH2:8][CH2:9][C:10]([OH:12])=[O:11])=[O:7])(=[O:24])[C:17]1[CH:22]=[CH:21][CH:20]=[CH:19][CH:18]=1 |f:1.2,3.4|. Solvent: Cl (hydrochloric acid). Yields the product C(C1=CC=CC=C1)(=O)OC=1C=C(C(=O)CCC(=O)O)C=CC1C#N (3-(3-benzoyloxy-4-cyanobenzoyl)propionic acid). Procedure details: 3-(4-Amino-3-benzyloxybenzoyl)propionic acid was diazotised in aqueous hydrochloric acid with sodium nitrite and the resultant solution was treated with cuprous cyanide in aqueous potassium cyanide solution to give 3-(3-benzoyloxy-4-cyanobenzoyl)propionic acid. Starting materials: NC1=C(C=C(C(=O)CCC(=O)O)C=C1)OCC1=CC=CC=C1 (3-(4-Amino-3-benzyloxybenzoyl)propionic acid), N(=O)[O-].[Na+] (sodium nitrite), resultant solution, cuprous cyanide, [C-]#N.[K+] (potassium cyanide). Starting materials: S=C=Nc1ccc(Cl)cc1, NCc1ccccc1N. Yields the product Clc1ccc(NC2=Nc3ccccc3CN2)cc1. Reaction SMILES: [Cl:10][c:11]1[cH:12][cH:13][c:14]([N:17]=[C:18]=[S:19])[cH:15][cH:16]1.[NH2:1][c:2]1[c:3]([CH2:4][NH2:5])[cH:6][cH:7][cH:8][cH:9]1>>[N:1]1=[C:18]([NH:17][c:14]2[cH:13][cH:12][c:11]([Cl:10])[cH:16][cH:15]2)[NH:5][CH2:4][c:3]2[c:2]1[cH:9][cH:8][cH:7][cH:6]2. Starting materials: [Mn](=O)(=O)(=O)[O-].[K+] (potassium permanganate), [Mn](=O)(=O)(=O)[O-].[K+] (potassium permanganate), FC1=C(C=CC(=C1)I)C (2-fluoro-4-iodo-toluene), N1=CC=CC=C1 (pyridin), O (water). Reaction conditions: temperature 70 celsius, time 18 hour. Yields the product FC1=C(C(=O)O)C=CC(=C1)I (2-Fluoro-4-iodo-benzoic acid). RXN SMILES: [Mn]([O-])(=O)(=O)=[O:2].[K+].[F:7][C:8]1[CH:13]=[C:12]([I:14])[CH:11]=[CH:10][C:9]=1[CH3:15].N1C=CC=CC=1.[OH2:22]>>[F:7][C:8]1[CH:13]=[C:12]([I:14])[CH:11]=[CH:10][C:9]=1[C:15]([OH:2])=[O:22] |f:0.1|. Procedure: 13.39 g (84.74 mmol) potassium permanganate were added to a suspension of 5 g (21.18 mmol) of 2-fluoro-4-iodo-toluene and 25.13 g (317.77 mmol) of pyridin in water. The mixture was heated and stirred at 70° C. during 18 hours. As the reaction was not finished, 3.34 g (21.18 mmol) of potassium permanganate were added to the reaction mixture at room temperature and the mixture was stirred for another 6 hours at 70° C. The reaction mixture was then filtered through a celite pad, which was then wash... Starting materials: C(C=C)C1=C(C(=O)NCC2=NN3C(N=C(C(=C3N3CCC(CC3)(C)OCC=C)[C@@H](C(=O)OCC)OC(C)(C)C)C)=C2)C=CC=C1 ((S)-ethyl 2-(2-((2-allylbenzamido)methyl)-7-(4-(allyloxy)-4-methylpiperidin-1-yl)-5-methylpyrazolo[1,5-a]pyrimidin-6-yl)-2-(tert-butoxy)acetate). The reagents and catalysts are CC1=CC(=C(C(=C1)C)N2CCN(C2=[Ru](=CC3=C(C=CC=C3)OC(C)C)(Cl)Cl)C4=C(C=C(C=C4C)C)C)C (Hoveyda-Grubbs catalyst 2nd generation). Solvent: ClCCCl (1,2-dichloroethane). Product: C(C)(C)(C)O[C@H](C(=O)OCC)C1=C2N3CCC(OC/C=C/CC=4C=CC=CC4C(NCC4=NN2C(N=C1C)=C4)=O)(CC3)C (ethyl (2S)-2-(tert-butoxy)-2-[(20E)-4,24-dimethyl-12-oxo-23-oxa-1,5,7,8,11-pentaazapentacyclo[22.2.2.16,9.02,7.013,18]nonacosa-2,4,6(29),8,13(18),14,16,20-octaen-3-yl]acetate). Reaction SMILES: [CH2:1]([C:4]1[CH:45]=[CH:44][CH:43]=[CH:42][C:5]=1[C:6]([NH:8][CH2:9][C:10]1[CH:41]=[C:13]2[N:14]=[C:15]([CH3:40])[C:16]([C@H:29]([O:35][C:36]([CH3:39])([CH3:38])[CH3:37])[C:30]([O:32][CH2:33][CH3:34])=[O:31])=[C:17]([N:18]3[CH2:23][CH2:22][C:21]([O:25][CH2:26][CH:27]=C)([CH3:24])[CH2:20][CH2:19]3)[N:12]2[N:11]=1)=[O:7])[CH:2]=C>ClCCCl.CC1C=C(C)C(N2C(=[Ru](Cl)(Cl)=CC3C=CC=CC=3OC(C)C)N(C3C(C)=CC(C)=CC=3C)CC2)=C(C)C=1>[C:36]([O:35][C@@H:29]([C:16]1[C:15]([CH3:40])=[N:14][C:13]2=[CH:41][C:10]3=[N:11][N:12]2[C:17]=1[N:18]1[CH2:23][CH2:22][C:21]([CH3:24])([O:25][CH2:26][CH:27]=[CH:2][CH2:1][C:4]2[CH:45]=[CH:44][CH:43]=[CH:42][C:5]=2[C:6](=[O:7])[NH:8][CH2:9]3)[CH2:20][CH2:19]1)[C:30]([O:32][CH2:33][CH3:34])=[O:31])([CH3:38])([CH3:39])[CH3:37]. Reported procedure: To a stirred solution of (S)-ethyl 2-(2-((2-allylbenzamido)methyl)-7-(4-(allyloxy)-4-methylpiperidin-1-yl)-5-methylpyrazolo[1,5-a]pyrimidin-6-yl)-2-(tert-butoxy)acetate (0.058 g, 0.094 mmol) in 1,2-dichloroethane (20 mL) at 70° C. was added Hoveyda-Grubbs catalyst 2nd generation (2.94 mg, 4.69 μmol) and refluxed for 2 h. Then, cooled, concentrated and the resulting residue was purified by flash chromatography using 1:1 and 1:3 Hex/EtOAc to afford ethyl (2S)-2-(tert-butoxy)-2-[(20E)-4,24-dimethyl...